This data is from the Open Reaction Database (ORD), a public repository of structured organic reaction records. The task is: describe an organic reaction: reactants, conditions, products, and yield Starting materials: O1CCOC12CCNCC2 (1,4-dioxa-8-azaspiro[4.5]decane), C(=O)([O-])[O-].[K+].[K+] (K2CO3), C(C)#N (acetonitrile), BrCCCC (1-bromobutane). Solvent: O (water). Conditions: time 8 hour. Product: C(CCC)N1CCC2(OCCO2)CC1 (8-butyl-1,4-dioxa-8-azaspiro[4.5]decane). Yield: 556.3%. Reaction SMILES: [O:1]1[C:5]2([CH2:10][CH2:9][NH:8][CH2:7][CH2:6]2)[O:4][CH2:3][CH2:2]1.C([O-])([O-])=O.[K+].[K+].C(#N)C.Br[CH2:21][CH2:22][CH2:23][CH3:24]>O>[CH2:21]([N:8]1[CH2:9][CH2:10][C:5]2([O:4][CH2:3][CH2:2][O:1]2)[CH2:6][CH2:7]1)[CH2:22][CH2:23][CH3:24] |f:1.2.3|. Procedure details: To a mixture of 15 g (0.015 mol) of 1,4-dioxa-8-azaspiro[4.5]decane, 15.93 g (0.115 mol) of K2CO3, and 100 ml of acetonitrile is added drowpwise 11.25 ml (0.105 mol) of 1-bromobutane. The mixture is stirred overnight at room temperature and then at 65° C. for 2 hours. After cooling, the mixture is diluted with water and extracted with methylene chloride. The combined extracts are washed with brine, dried over Na2SO4, and concentrated in vacuo to yield 16.63 g (80%) of the title compound as a yel... The reactants are Brc1ccccc1, CCN, O=S(=O)(Cl)Cl. The product is CCNS(=O)(=O)c1ccc(Br)cc1. RXN SMILES: [Br:6][c:7]1[cH:8][cH:9][cH:10][cH:11][cH:12]1.[CH3:13][CH2:14][NH2:15].[S:1](=[O:2])(=[O:3])([Cl:4])[Cl:5]>>[S:1](=[O:2])(=[O:3])([c:10]1[cH:9][cH:8][c:7]([Br:6])[cH:12][cH:11]1)[NH:15][CH2:14][CH3:13]. Starting materials: C(C)(C)(C)OC(=O)N1[C@@H](C[C@H](C1)O[Si](C)(C)C(C)(C)C)\C=C\C(=O)OCC ((2S,4R)-N-tert-butoxycarbonyl-4-tert-butyldimethylsiloxy-2-[(E)-2-ethoxycarbonylvinyl]pyrrolidine). Reagents/catalysts: [C].[Pd] (palladium-carbon), [C].[Pd] (palladium-carbon). Solvent: C(C)O (ethanol). Reaction conditions: time 2 hour. Yields the product C(C)(C)(C)OC(=O)N1[C@H](C[C@H](C1)O[Si](C)(C)C(C)(C)C)CCC(=O)OCC ((2S,4R)-N-tert-butoxycarbonyl-4-tert-butyldimethylsiloxy-2-(2-ethoxycarbonyl)ethylpyrrolidine). Isolated yield 77.8%. As a reaction SMILES: [C:1]([O:5][C:6]([N:8]1[CH2:12][C@H:11]([O:13][Si:14]([C:17]([CH3:20])([CH3:19])[CH3:18])([CH3:16])[CH3:15])[CH2:10][C@H:9]1/[CH:21]=[CH:22]/[C:23]([O:25][CH2:26][CH3:27])=[O:24])=[O:7])([CH3:4])([CH3:3])[CH3:2]>C(O)C.[C].[Pd]>[C:1]([O:5][C:6]([N:8]1[CH2:12][C@H:11]([O:13][Si:14]([C:17]([CH3:18])([CH3:19])[CH3:20])([CH3:15])[CH3:16])[CH2:10][C@@H:9]1[CH2:21][CH2:22][C:23]([O:25][CH2:26][CH3:27])=[O:24])=[O:7])([CH3:4])([CH3:2])[CH3:3] |f:2.3|. Procedure details: To a solution of (2S,4R)-N-tert-butoxycarbonyl-4-tert-butyldimethylsiloxy-2-[(E)-2-ethoxycarbonylvinyl]pyrrolidine (29 g, 50 mmol) in ethanol (500 ml) was added 10% palladium-carbon catalyst (5 g), and the mixture was stirred under a hydrogen atmosphere at room temperature for 2 h. To the mixture was added an additional 10% palladium-carbon catalyst (2 g), and the mixture was stirred for 1.5 h under the same condition. The catalyst was filtered off, and the filtrate was concentrated in vacuo. Th... Starting materials: CN(C(=O)c1cc2c(s1)-c1ccc(Br)cc1OCC2)c1cc(C(=O)O)ccc1Cl, C1CCOC1, CCN=C=NCCCN(C)C, CNCCO, CCN(C(C)C)C(C)C, O, On1nnc2ccccc21. Yields the product CN(CCO)C(=O)c1ccc(Cl)c(N(C)C(=O)c2cc3c(s2)-c2ccc(Br)cc2OCC3)c1. As a reaction SMILES: [Br:1][c:2]1[cH:3][cH:4][c:5]2[c:6]([cH:29]1)[O:7][CH2:8][CH2:9][c:10]1[c:11]-2[s:12][c:13]([C:15](=[O:16])[N:17]([CH3:18])[c:19]2[cH:20][c:21]([C:22](=[O:23])[OH:24])[cH:25][cH:26][c:27]2[Cl:28])[cH:14]1.[CH2:65]1[O:66][CH2:67][CH2:68][CH2:69]1.[CH3:30][CH2:31][N:32]=[C:33]=[N:34][CH2:35][CH2:36][CH2:37][N:38]([CH3:39])[CH3:40].[CH3:60][NH:61][CH2:62][CH2:63][OH:64].[CH:51]([N:52]([CH2:53][CH3:54])[CH:55]([CH3:56])[CH3:57])([CH3:58])[CH3:59].[OH2:70].[OH:41][n:42]1[c:43]2[c:44]([cH:45][cH:46][cH:47][cH:48]2)[n:49][n:50]1>>[Br:1][c:2]1[cH:3][cH:4][c:5]2[c:6]([cH:29]1)[O:7][CH2:8][CH2:9][c:10]1[c:11]-2[s:12][c:13]([C:15](=[O:16])[N:17]([CH3:18])[c:19]2[cH:20][c:21]([C:22](=[O:23])[N:61]([CH3:60])[CH2:62][CH2:63][OH:64])[cH:25][cH:26][c:27]2[Cl:28])[cH:14]1. Starting materials: C1(CCCCC1)=O (cyclohexanone), C(C)(C)(C)OC(=O)NCCN (N-(2-t-butoxycarbonylaminoeth-1-yl)amine), C(C)(=O)O (acetic acid), C(C)(=O)O[BH-](OC(C)=O)OC(C)=O.[Na+] (sodium triacetoxyborohydride), C([O-])(O)=O.[Na+] (sodium bicarbonate). Run in O1CCCC1 (tetrahydrofuran). Run at time 20 hour. Yields the product C1(CCCCC1)NCCNC(=O)OC(C)(C)C (N-Cyclohexyl-N-(2-t-butoxycarbonylaminoeth-1-yl)amine). RXN SMILES: [C:1]1(=O)[CH2:6][CH2:5][CH2:4][CH2:3][CH2:2]1.[C:8]([O:12][C:13]([NH:15][CH2:16][CH2:17][NH2:18])=[O:14])([CH3:11])([CH3:10])[CH3:9].C(O)(=O)C.C(O[BH-](OC(=O)C)OC(=O)C)(=O)C.[Na+].C(=O)(O)[O-].[Na+]>O1CCCC1>[CH:1]1([NH:18][CH2:17][CH2:16][NH:15][C:13]([O:12][C:8]([CH3:11])([CH3:10])[CH3:9])=[O:14])[CH2:6][CH2:5][CH2:4][CH2:3][CH2:2]1 |f:3.4,5.6|. Procedure details: To a solution of 1.04 mL (1.0 mmol) of cyclohexanone and 1.6 g (1.0 mmol) of N-(2-t-butoxycarbonylaminoeth-1-yl)amine in 24 mL of tetrahydrofuran were added 0.71 mL (1.2 mmol) of acetic acid and 2.97 g (1.4 mmol) of sodium triacetoxyborohydride. The reaction stirred at room temperature for 20 hr then saturated sodium bicarbonate (12 mL) was added and the mixture extracted with ethyl acetate (12 mL). The organic phase was washed with more saturated sodium bicarbonate (12 mL) and brine (12 mL). At... Starting materials: FC1=C(C(=C(C=C1OC)OC)F)N1C(N(C2=NC(=NC=C2C1)SC)CC)=O (3-(2,6-difluoro-3,5-dimethoxy-phenyl)-1-ethyl-7-methylsulfanyl-3,4-dihydro-1H-pyrimido[4,5-d]pyrimidin-2-one), C1(=CC=CC=C1)C1N(O1)S(=O)(=O)C1=CC=CC=C1 (3-phenyl-2-(phenylsulfonyl)-oxaziridine). Solvent: C(Cl)(Cl)Cl (chloroform). Reaction conditions: time 8 hour. Yields the product FC1=C(C(=C(C=C1OC)OC)F)N1C(N(C2=NC(=NC=C2C1)S(=O)C)CC)=O (3-(2,6-Difluoro-3,5-dimethoxy-phenyl)-1-ethyl-7-methylsulfinyl-3,4-dihydro-1H-pyrimido[4,5-d]pyrimidin-2-one). As a reaction SMILES: [F:1][C:2]1[C:7]([O:8][CH3:9])=[CH:6][C:5]([O:10][CH3:11])=[C:4]([F:12])[C:3]=1[N:13]1[CH2:22][C:21]2[C:16](=[N:17][C:18]([S:23][CH3:24])=[N:19][CH:20]=2)[N:15]([CH2:25][CH3:26])[C:14]1=[O:27].C1(C2[O:36]N2S(C2C=CC=CC=2)(=O)=O)C=CC=CC=1>C(Cl)(Cl)Cl>[F:12][C:4]1[C:5]([O:10][CH3:11])=[CH:6][C:7]([O:8][CH3:9])=[C:2]([F:1])[C:3]=1[N:13]1[CH2:22][C:21]2[C:16](=[N:17][C:18]([S:23]([CH3:24])=[O:36])=[N:19][CH:20]=2)[N:15]([CH2:25][CH3:26])[C:14]1=[O:27]. Procedure details: A solution of 4.23 g (10.67 mmol) of 3-(2,6-difluoro-3,5-dimethoxy-phenyl)-1-ethyl-7-methylsulfanyl-3,4-dihydro-1H-pyrimido[4,5-d]pyrimidin-2-one in 90 mL of chloroform was treated with 3.35 g (12.80 mmol) of 3-phenyl-2-(phenylsulfonyl)-oxaziridine and stirred at room temp. under N2 atmosphere overnight. Crude product was purified by medium-pressure chromatography eluting with straight ethyl acetate and a gradient of 1% to 3% MeOH in chloroform to give 4.45 g (quantitative) title compound. MS (A... Reactants: C(=C)C1=NC=2CCCC(C2C=C1)=O (2-vinyl-7,8-dihydroquinolin-5(6H)-one), C[N+]1(CCOCC1)[O-] (N-methylmorpholine-N-oxide), C1CCOC1 (THF). Procedure: To a mixture of 2-vinyl-7,8-dihydroquinolin-5(6H)-one (Preparation 54C, 0.400 g, 2.31 mmol) and N-methylmorpholine-N-oxide (50% in water, 0.479 mL, 2.31 mmol) in THF (11 mL) at room temperature was added osmium tetroxide (4% in water, 0.725 mL, 0.092 mmol). The reaction mixture was stirred at room temperature overnight. The reaction mixture was diluted with ethyl acetate (100 mL) and washed with water (50 mL). The organic layer was washed with brine (50 mL), the combined aqueous layers were extr... The reagents and catalysts are [Os](=O)(=O)(=O)=O (osmium tetroxide). Conditions: time 8 hour. The yield is 47.0%. Solvent: C(C)(=O)OCC (ethyl acetate). Yields the product OC(CO)C1=NC=2CCCC(C2C=C1)=O (2-(1,2-dihydroxyethyl)-7,8-dihydroquinolin-5(6H)-one). As a reaction SMILES: C(C1C=C[C:10]2[C:9](=[O:13])[CH2:8][CH2:7][CH2:6][C:5]=2N=1)=C.C[N+:15]1([O-])[CH2:20][CH2:19][O:18][CH2:17][CH2:16]1.C1C[O:25][CH2:24]C1>C(OCC)(=O)C.[Os](=O)(=O)(=O)=O>[OH:18][CH:19]([C:20]1[CH:6]=[CH:7][C:8]2[C:9](=[O:13])[CH2:10][CH2:5][CH2:17][C:16]=2[N:15]=1)[CH2:24][OH:25].